describe an organic reaction: reactants, conditions, products, and yield From a dataset of the Open Reaction Database (ORD), a public repository of structured organic reaction records. Starting materials: C(C)(C)NCC(=O)C1=CC(=C(C=C1)OC(CC(C)C)=O)O (3-hydroxy-4-(isovaleryloxy)phenyl isopropylaminomethyl ketone), C[O-].[Na+] (sodium methoxide), C1(=CC=CC=C1)[O-].[Na+] (sodium phenolate salt), C1(=CC=C(C=C1)Cl)C (p-toluyl chloride). Yields the product C(C)(C)NCC(=O)C1=CC(=C(C=C1)OC(CC(C)C)=O)OC1=CC=C(C=C1)C (3-(p-toluyloxy)-4-(isovaleryloxy)phenyl isopropylaminomethyl ketone). Reaction SMILES: [CH:1]([NH:4][CH2:5][C:6]([C:8]1[CH:13]=[CH:12][C:11]([O:14][C:15](=[O:20])[CH2:16][CH:17]([CH3:19])[CH3:18])=[C:10]([OH:21])[CH:9]=1)=[O:7])([CH3:3])[CH3:2].C[O-].[Na+].C1([O-])C=CC=CC=1.[Na+].[C:33]1([CH3:40])[CH:38]=[CH:37][C:36](Cl)=[CH:35][CH:34]=1>>[CH:1]([NH:4][CH2:5][C:6]([C:8]1[CH:13]=[CH:12][C:11]([O:14][C:15](=[O:20])[CH2:16][CH:17]([CH3:19])[CH3:18])=[C:10]([O:21][C:36]2[CH:37]=[CH:38][C:33]([CH3:40])=[CH:34][CH:35]=2)[CH:9]=1)=[O:7])([CH3:3])[CH3:2] |f:1.2,3.4|. Reported procedure: Following a procedure similar to that described above in Example 2A, when 3-hydroxy-4-(isovaleryloxy)phenyl isopropylaminomethyl ketone is interacted with one equivalent of sodium methoxide and the resulting sodium phenolate salt is reacted with p-toluyl chloride there is obtained 3-(p-toluyloxy)-4-(isovaleryloxy)phenyl isopropylaminomethyl ketone; and by interaction of this base with hydrochloric acid there is obtained the hydrochloride salt. When this hydrochloride is catalytically hydrogenate... The reactants are ClC=1C=C(C=CC1C1CCCCC1)C(C)Cl (1-(3'-Chloro-4'-cyclohexyl-phenyl)-1-chloro-ethane). Run in C1CCCCC1.C(C)(=O)OCC (cyclohexane ethyl acetate). Yields the product C1(CCCCC1)C1=CC=C(C=C1)C(C)Cl (1-(4'-Cyclohexylphenyl)-1-chloro-ethane). As a reaction SMILES: Cl[C:2]1[CH:3]=[C:4]([CH:14]([Cl:16])[CH3:15])[CH:5]=[CH:6][C:7]=1[CH:8]1[CH2:13][CH2:12][CH2:11][CH2:10][CH2:9]1>C1CCCCC1.C(OCC)(=O)C>[CH:8]1([C:7]2[CH:2]=[CH:3][C:4]([CH:14]([Cl:16])[CH3:15])=[CH:5][CH:6]=2)[CH2:9][CH2:10][CH2:11][CH2:12][CH2:13]1 |f:1.2|. Reported procedure: 1-(3'-Chloro-4'-cyclohexyl-phenyl)-1-chloro-ethane, an oil, Rf -value 0.8 on carrier A with cyclohexane/ethyl acetate =4/1.